This data is from the Open Reaction Database (ORD), a public repository of structured organic reaction records. The task is: describe an organic reaction: reactants, conditions, products, and yield Starting materials: CCN=C=O, ClCCl, CC1(C)Oc2ccc([N+](=O)[O-])cc2C(n2ccccc2=O)=C1CN, O. Product: CCNC(=O)NCC1=C(n2ccccc2=O)c2cc([N+](=O)[O-])ccc2OC1(C)C. RXN SMILES: [CH2:25]([CH3:26])[N:27]=[C:28]=[O:29].[Cl:31][CH2:32][Cl:33].[N+:1](=[O:2])([O-:3])[c:4]1[cH:5][cH:6][c:7]2[c:8]([cH:24]1)[C:9]([n:17]1[c:18](=[O:23])[cH:19][cH:20][cH:21][cH:22]1)=[C:10]([CH2:15][NH2:16])[C:11]([CH3:13])([CH3:14])[O:12]2.[OH2:30]>>[N+:1](=[O:2])([O-:3])[c:4]1[cH:5][cH:6][c:7]2[c:8]([cH:24]1)[C:9]([n:17]1[c:18](=[O:23])[cH:19][cH:20][cH:21][cH:22]1)=[C:10]([CH2:15][NH:16][C:28]([NH:27][CH2:25][CH3:26])=[O:29])[C:11]([CH3:13])([CH3:14])[O:12]2. Reactants: NC=1SC(=CN1)S(=O)C=1C=NC=CC1 (2-amino-5-(3-pyridylsulfinyl)thiazole), ClC1=CC(=CC=C1)C(=O)OO (3-chloroperbenzoic acid), ClCCl (dichloromethane), CN(C=O)C (N,N-dimethylformamide). Solvent: C(Cl)(Cl)Cl (chloroform). Reaction conditions: time 3 hour. Product: NC=1SC(=CN1)S(=O)(=O)C=1C=NC=CC1 (2-amino-5-(3-pyridylsulfonyl)thiazole). Yield: 17.5%. Reaction SMILES: [NH2:1][C:2]1[S:3][C:4]([S:7]([C:9]2[CH:10]=[N:11][CH:12]=[CH:13][CH:14]=2)=[O:8])=[CH:5][N:6]=1.ClC1C=CC=C(C(OO)=[O:23])C=1.ClCCl.CN(C)C=O>C(Cl)(Cl)Cl>[NH2:1][C:2]1[S:3][C:4]([S:7]([C:9]2[CH:10]=[N:11][CH:12]=[CH:13][CH:14]=2)(=[O:23])=[O:8])=[CH:5][N:6]=1. Procedure details: A mixture of 2-amino-5-(3-pyridylsulfinyl)thiazole (1.6 g) and 3-chloroperbenzoic acid (1.8 g) in a mixture of chloroform (150 ml), dichloromethane (50 ml) and N,N-dimethylformamide (5 ml) was stirred at room temperature for 3 hours. The reaction mixture was extracted with diluted hydrochloric acid and washed with ethyl acetate. The aqueous layer was adjusted to pH 8.5 using sodium bicarbonate and the mixture was extracted with a mixture of tetrahydrofuran and ethyl acetate (1:1). The organic la... The reactants are Cl (HCl), C1(=CC=CC=C1)CC#N (phenylacetonitrile), C(=O)OCC (ethyl formate), [H-].[Na+] (sodium hydride). Run in O1CCCC1 (tetrahydrofuran). Run at temperature 50 celsius. Yields the product O=CC(C#N)C1=CC=CC=C1 (3-Oxo-2-phenylpropanenitrile), off-white solid. Yield: 86.0%. Reaction SMILES: [C:1]1([CH2:7][C:8]#[N:9])[CH:6]=[CH:5][CH:4]=[CH:3][CH:2]=1.[CH:10](OCC)=[O:11].[H-].[Na+].Cl>O1CCCC1>[O:11]=[CH:10][CH:7]([C:1]1[CH:6]=[CH:5][CH:4]=[CH:3][CH:2]=1)[C:8]#[N:9] |f:2.3|. Procedure details: 3-Oxo-2-phenylpropanenitrile was prepared by addition of a mixture of phenylacetonitrile (0.90 g, 7.68 mmol) and ethyl formate (0.85 g, 11.5 mmol) dropwise to a stirred suspension of sodium hydride (0.41 g of 60%, 10 mmol) in tetrahydrofuran (4.5 mL). Reaction was rapid and exothermic. After heating in an oil bath at 50° C. for 20 min., the mixture was carefully acidified with dilute HCl and extracted with ethyl acetate. Extracts were washed with water, saturated NaCl solution, dried (MgSO4) and... Reactants: [Br-], O=[N+]([O-])c1ccc(Br)cc1, CCCC[Sn](CCCC)(CCCC)c1cccs1, Cc1ccccc1, [K+], c1ccc(P(c2ccccc2)(c2ccccc2)[Pd](P(c2ccccc2)(c2ccccc2)c2ccccc2)(P(c2ccccc2)(c2ccccc2)c2ccccc2)P(c2ccccc2)(c2ccccc2)c2ccccc2)cc1. Yields the product O=[N+]([O-])c1ccc(-c2cccs2)cc1. Reaction SMILES: [Br-:29].[Br:1][c:2]1[cH:3][cH:4][c:5]([N+:8](=[O:9])[O-:10])[cH:6][cH:7]1.[CH2:11]([Sn:12]([CH2:13][CH2:14][CH2:15][CH3:21])([c:16]1[s:17][cH:18][cH:19][cH:20]1)[CH2:22][CH2:23][CH2:24][CH3:25])[CH2:26][CH2:27][CH3:28].[CH3:31][c:32]1[cH:33][cH:34][cH:35][cH:36][cH:37]1.[K+:30].[cH:38]1[cH:39][cH:40][c:41]([P:42]([Pd:43]([P:44]([c:45]2[cH:46][cH:47][cH:48][cH:49][cH:50]2)([c:51]2[cH:52][cH:53][cH:54][cH:55][cH:56]2)[c:57]2[cH:58][cH:59][cH:60][cH:61][cH:62]2)([P:63]([c:64]2[cH:65][cH:66][cH:67][cH:68][cH:69]2)([c:70]2[cH:71][cH:72][cH:73][cH:74][cH:75]2)[c:76]2[cH:77][cH:78][cH:79][cH:80][cH:81]2)[P:82]([c:83]2[cH:84][cH:85][cH:86][cH:87][cH:88]2)([c:89]2[cH:90][cH:91][cH:92][cH:93][cH:94]2)[c:95]2[cH:96][cH:97][cH:98][cH:99][cH:100]2)([c:101]2[cH:102][cH:103][cH:104][cH:105][cH:106]2)[c:107]2[cH:108][cH:109][cH:110][cH:111][cH:112]2)[cH:113][cH:114]1>>[c:2]1(-[c:16]2[s:17][cH:18][cH:19][cH:20]2)[cH:3][cH:4][c:5]([N+:8](=[O:9])[O-:10])[cH:6][cH:7]1. Starting materials: CCOc1cc(C(C)(C)C)ncc1C1=NC(C)(c2ccc(Cl)cc2)C(C)(c2ccc(Cl)cc2)N1C(=O)Cl, CNCC(O)C(O)C(O)C(O)CO. The product is CCOc1cc(C(C)(C)C)ncc1C1=NC(C)(c2ccc(Cl)cc2)C(C)(c2ccc(Cl)cc2)N1C(=O)N(C)CC(O)C(O)C(O)C(O)CO. Reaction SMILES: [C:1]([CH3:2])([CH3:3])([CH3:4])[c:5]1[cH:6][c:7]([O:35][CH2:36][CH3:37])[c:8]([C:11]2=[N:15][C:14]([CH3:16])([c:17]3[cH:18][cH:19][c:20]([Cl:23])[cH:21][cH:22]3)[C:13]([CH3:24])([c:25]3[cH:26][cH:27][c:28]([Cl:31])[cH:29][cH:30]3)[N:12]2[C:32](=[O:33])[Cl:34])[cH:9][n:10]1.[CH3:38][NH:39][CH2:40][CH:41]([CH:42]([CH:43]([CH:44]([CH2:45][OH:46])[OH:47])[OH:48])[OH:49])[OH:50]>>[C:1]([CH3:2])([CH3:3])([CH3:4])[c:5]1[cH:6][c:7]([O:35][CH2:36][CH3:37])[c:8]([C:11]2=[N:15][C:14]([CH3:16])([c:17]3[cH:18][cH:19][c:20]([Cl:23])[cH:21][cH:22]3)[C:13]([CH3:24])([c:25]3[cH:26][cH:27][c:28]([Cl:31])[cH:29][cH:30]3)[N:12]2[C:32](=[O:33])[N:39]([CH3:38])[CH2:40][CH:41]([CH:42]([CH:43]([CH:44]([CH2:45][OH:46])[OH:47])[OH:48])[OH:49])[OH:50])[cH:9][n:10]1. The reactants are CC(C)(C)OC(=O)N1CC2CC1CN2, [BH3-]C#N, O=C([O-])O, CCOC1(O[Si](C)(C)C)CC1, CC(=O)O, CO, [Na+], [Na+]. The product is CC(C)(C)OC(=O)N1CC2CC1CN2C1CC1. Reaction SMILES: [C:1]([CH3:2])([CH3:3])([CH3:4])[O:5][C:6](=[O:7])[N:8]1[CH:9]2[CH2:10][NH:11][CH:12]([CH2:13]1)[CH2:14]2.[C:30]([BH3-:31])#[N:32].[C:34](=[O:35])([O-:36])[OH:37].[CH2:15]([O:16][C:18]1([O:17][Si:21]([CH3:22])([CH3:23])[CH3:24])[CH2:19][CH2:20]1)[CH3:25].[CH3:26][C:27](=[O:28])[OH:29].[CH3:39][OH:40].[Na+:33].[Na+:38]>>[C:1]([CH3:2])([CH3:3])([CH3:4])[O:5][C:6](=[O:7])[N:8]1[CH:9]2[CH2:10][N:11]([CH:18]3[CH2:19][CH2:20]3)[CH:12]([CH2:13]1)[CH2:14]2. Procedure details: A solution of N-(4-chloromethylphenylmethyl)acetamide (1.2 g), 1-(4,6-diethoxypyrimidin-2-yl)piperazine (1.7 g) and potassium carbonate (1.3 g) in dimethylformamide (20 ml) was stirred at 80° C. for 4.5 hr. The reaction mixture was poured into water(150 ml) and extracted with ethyl acetate. The extract was washed with saturated brine and dried over anhydrous sodium sulfate. The solvent was evaporated to give a brown oil (2.9 g). The obtained brown oil was purified by silica gel column chromatogr... Run in CN(C=O)C (dimethylformamide). Reactants: O (water), ClCC1=CC=C(C=C1)CNC(C)=O (N-(4-chloromethylphenylmethyl)acetamide), C(C)OC1=NC(=NC(=C1)OCC)N1CCNCC1 (1-(4,6-diethoxypyrimidin-2-yl)piperazine), C([O-])([O-])=O.[K+].[K+] (potassium carbonate). Yield: 115.5%. The product is C(C)OC1=NC(=NC(=C1)OCC)N1CCN(CC1)CC1=CC=C(C=C1)CNC(C)=O (N-(4-((4-(4,6-Diethoxypyrimidin-2-yl)piperazin-1-yl)methyl)phenylmethyl)acetamide). As a reaction SMILES: Cl[CH2:2][C:3]1[CH:8]=[CH:7][C:6]([CH2:9][NH:10][C:11](=[O:13])[CH3:12])=[CH:5][CH:4]=1.[CH2:14]([O:16][C:17]1[CH:22]=[C:21]([O:23][CH2:24][CH3:25])[N:20]=[C:19]([N:26]2[CH2:31][CH2:30][NH:29][CH2:28][CH2:27]2)[N:18]=1)[CH3:15].C(=O)([O-])[O-].[K+].[K+].O>CN(C)C=O>[CH2:24]([O:23][C:21]1[CH:22]=[C:17]([O:16][CH2:14][CH3:15])[N:18]=[C:19]([N:26]2[CH2:31][CH2:30][N:29]([CH2:2][C:3]3[CH:8]=[CH:7][C:6]([CH2:9][NH:10][C:11](=[O:13])[CH3:12])=[CH:5][CH:4]=3)[CH2:28][CH2:27]2)[N:20]=1)[CH3:25] |f:2.3.4|. Reactants: COC(=O)C(CCCC(=O)c1ccc(F)c(F)c1)NC(=O)OC(C)(C)C, CCOC(C)=O, Cl. Yields the product COC(=O)C1CCCC(c2ccc(F)c(F)c2)N1. As a reaction SMILES: [C:2]([O:3][C:4](=[O:6])[NH:9][CH:10]([C:11](=[O:12])[O:13][CH3:14])[CH2:15][CH2:16][CH2:17][C:18](=[O:5])[c:20]1[cH:21][c:22]([F:27])[c:23]([F:26])[cH:24][cH:25]1)([CH3:7])([CH3:8])[CH3:19].[CH3:28][CH2:29][O:30][C:31](=[O:32])[CH3:33].[ClH:1]>>[NH:9]1[CH:10]([C:11](=[O:12])[O:13][CH3:14])[CH2:15][CH2:16][CH2:17][CH:18]1[c:20]1[cH:21][c:22]([F:27])[c:23]([F:26])[cH:24][cH:25]1.